Task: describe an organic reaction: reactants, conditions, products, and yield. Dataset: the Open Reaction Database (ORD), a public repository of structured organic reaction records Reactants: solution, Cl (hydrogen chloride), C(C)(C)(C)OC(=O)N1C(CCCC1)CCOC1=C(C=CC=C1)CCC1=CC=CC=C1 (1-t-butoxycarbonyl-2-{2-[2-(2-phenylethyl)phenoxy]ethyl}piperidine). Solvent: O1CCOCC1 (dioxane), O1CCOCC1 (dioxane). Reaction conditions: time 2 hour. Product: Cl.C1(=CC=CC=C1)CCC1=C(OCCC2NCCCC2)C=CC=C1 (2-{2-[2-(2-Phenylethyl)phenoxy]ethyl}piperidine hydrochloride). Yield: 53.0%. Reaction SMILES: [ClH:1].C(OC([N:9]1[CH2:14][CH2:13][CH2:12][CH2:11][CH:10]1[CH2:15][CH2:16][O:17][C:18]1[CH:23]=[CH:22][CH:21]=[CH:20][C:19]=1[CH2:24][CH2:25][C:26]1[CH:31]=[CH:30][CH:29]=[CH:28][CH:27]=1)=O)(C)(C)C>O1CCOCC1>[ClH:1].[C:26]1([CH2:25][CH2:24][C:19]2[CH:20]=[CH:21][CH:22]=[CH:23][C:18]=2[O:17][CH2:16][CH2:15][CH:10]2[CH2:11][CH2:12][CH2:13][CH2:14][NH:9]2)[CH:27]=[CH:28][CH:29]=[CH:30][CH:31]=1 |f:3.4|. Procedure details: 5 ml of a 4N solution of hydrogen chloride in dioxane were added to a solution of 440 mg of 1-t-butoxycarbonyl-2-{2-[2-(2-phenylethyl)phenoxy]ethyl}piperidine [prepared as described in step (a) above] in 5 ml of dioxane, and the resulting mixture was allowed to stand at room temperature for 2 hours. At the end of this time, the solvent was removed by distillation under reduced pressure, and the resulting solid residue was dissolved in a small amount of methylene chloride; 20 ml of ethyl acetate ... Starting materials: OC1CCN(CC1)C(=O)OC(C)(C)C (tert-butyl 4-hydroxypiperidine-1-carboxylate), [H-].[Na+] (sodium hydride), ClC1=NC(=CC=C1)C(F)(F)F (2-chloro-6-(trifluoromethyl)pyridine). Run in O1CCCC1 (tetrahydrofuran), O1CCCC1 (tetrahydrofuran). Reaction conditions: time 1 hour. Yields the product FC(C1=CC=CC(=N1)OC1CCN(CC1)C(=O)OC(C)(C)C)(F)F (tert-butyl 4-{[6-(trifluoromethyl)pyridin-2-yl]oxy}piperidine-1-carboxylate). Reaction SMILES: [H-].[Na+].[OH:3][CH:4]1[CH2:9][CH2:8][N:7]([C:10]([O:12][C:13]([CH3:16])([CH3:15])[CH3:14])=[O:11])[CH2:6][CH2:5]1.Cl[C:18]1[CH:23]=[CH:22][CH:21]=[C:20]([C:24]([F:27])([F:26])[F:25])[N:19]=1>O1CCCC1>[F:25][C:24]([F:27])([F:26])[C:20]1[N:19]=[C:18]([O:3][CH:4]2[CH2:5][CH2:6][N:7]([C:10]([O:12][C:13]([CH3:16])([CH3:15])[CH3:14])=[O:11])[CH2:8][CH2:9]2)[CH:23]=[CH:22][CH:21]=1 |f:0.1|. Reported procedure: To a mixture of sodium hydride (0.88 g, 60% in mineral oil, 22 mmol) in tetrahydrofuran (50. mL) at 0° C. was added tert-butyl 4-hydroxypiperidine-1-carboxylate (4.4 g, 22 mmol, Aldrich). The mixture was stirred at room temperature for one hour. A solution of 2-chloro-6-(trifluoromethyl)pyridine (2.0 g, 11 mmol, Oakwood) in tetrahydrofuran (10 mL) was added. The mixture was stirred at room temperature for 2 days. The mixture was quenched by the addition of water, and the product was extracted wi... Starting materials: C[C@@H]1NCCOC1 ((S)-3-methylmorpholine), C(CC)N=C=O (propyl isocyanate), C(C)N=C=O (ethyl isocyanate), C[C@@H]1N(CCOC1)C=1C2=C(N=C(N1)C1=CC=C(C=C1)[N+](=O)[O-])CNCC2 ((S)-3-methyl-4-(2-(4-nitrophenyl)-5,6,7,8-tetrahydropyrido[3,4-d]pyrimidin-4-yl)morpholine), C[C@@H]1N(CCOC1)C=1C2=C(N=C(N1)C1=CC=C(C=C1)[N+](=O)[O-])CNC2 ((S)-3-methyl-4-(2-(4-nitrophenyl)-6,7-dihydro-5H-pyrrolo[3,4-d]pyrimidin-4-yl)morpholine). Yields the product C(C)NC(=O)NC1=CC=C(C=C1)C=1N=C(C2=C(N1)CN(C2)C=2N(C=CN2)C)N2[C@H](COCC2)C ((S)-1-ethyl-3-(4-(6-(1-methyl-1H-imidazol-2-yl)-4-(3-methylmorpholino)-6,7-dihydro-5H-pyrrolo[3,4-d]pyrimidin-2-yl)phenyl)urea). As a reaction SMILES: C[C@H]1COCCN1.[CH3:8][C@H:9]1[CH2:14][O:13][CH2:12][CH2:11][N:10]1[C:15]1[C:16]2[CH2:33][CH2:32][NH:31][CH2:30][C:17]=2[N:18]=[C:19]([C:21]2[CH:26]=[CH:25][C:24]([N+:27]([O-])=O)=[CH:23][CH:22]=2)[N:20]=1.C[C@H]1COCCN1C1C2[CH2:58][NH:57][CH2:56][C:43]=2[N:44]=C(C2C=CC([N+]([O-])=O)=CC=2)N=1.[CH2:59]([N:62]=[C:63]=[O:64])[CH2:60]C.C(N=C=O)C>>[CH2:59]([NH:62][C:63]([NH:27][C:24]1[CH:25]=[CH:26][C:21]([C:19]2[N:20]=[C:15]([N:10]3[CH2:11][CH2:12][O:13][CH2:14][C@@H:9]3[CH3:8])[C:16]3[CH2:33][N:31]([C:32]4[N:57]([CH3:58])[CH:56]=[CH:43][N:44]=4)[CH2:30][C:17]=3[N:18]=2)=[CH:22][CH:23]=1)=[O:64])[CH3:60]. Reported procedure: The title compound was prepared by the procedures described in Example 1, steps 1-5 of Example 259, and steps 1 and 2 of Example 27, by substituting morpholine with (S)-3-methylmorpholine in Example 1, (S)-3-methyl-4-(2-(4-nitrophenyl)-5,6,7,8-tetrahydropyrido[3,4-d]pyrimidin-4-yl)morpholine with (S)-3-methyl-4-(2-(4-nitrophenyl)-6,7-dihydro-5H-pyrrolo[3,4-d]pyrimidin-4-yl)morpholine in step 1 of Example 259, and propyl isocyanate with ethyl isocyanate in step 2 of Example 27, and: LC-MS: m/z=+4...